Dataset: the Open Reaction Database (ORD), a public repository of structured organic reaction records. Task: describe an organic reaction: reactants, conditions, products, and yield The reactants are CCN(CC)CCN1C(=O)CCC1c1ccc(CCCCOS(=O)(=O)c2ccc(C)cc2)cc1, Cc1cccc(N2CCNCC2)c1. Product: CCN(CC)CCN1C(=O)CCC1c1ccc(CCCCN2CCN(c3cccc(C)c3)CC2)cc1. As a reaction SMILES: [CH2:1]([CH3:2])[N:3]([CH2:4][CH3:5])[CH2:6][CH2:7][N:8]1[C:9](=[O:34])[CH2:10][CH2:11][CH:12]1[c:13]1[cH:14][cH:15][c:16]([CH2:19][CH2:20][CH2:21][CH2:22][O:23][S:24]([c:25]2[cH:26][cH:27][c:28]([CH3:29])[cH:30][cH:31]2)(=[O:32])=[O:33])[cH:17][cH:18]1.[CH3:35][c:36]1[cH:37][c:38]([N:42]2[CH2:43][CH2:44][NH:45][CH2:46][CH2:47]2)[cH:39][cH:40][cH:41]1>>[CH2:1]([CH3:2])[N:3]([CH2:4][CH3:5])[CH2:6][CH2:7][N:8]1[C:9](=[O:34])[CH2:10][CH2:11][CH:12]1[c:13]1[cH:14][cH:15][c:16]([CH2:19][CH2:20][CH2:21][CH2:22][N:45]2[CH2:44][CH2:43][N:42]([c:38]3[cH:37][c:36]([CH3:35])[cH:41][cH:40][cH:39]3)[CH2:47][CH2:46]2)[cH:17][cH:18]1. Reactants: COC(=O)[C@H]1N(C[C@@H](C1)S(=O)(=O)C1=C(C=C(C=C1)F)C(F)(F)F)C=1N(N=C(C1)C)C1CCOCC1 ((2S,4R)-4-(4-fluoro-2-trifluoromethyl-benzenesulfonyl)-1-[5-methyl-2-(tetrahydro-pyran-4-yl)-2H-pyrazol-3-yl]-pyrrolidine-2-carboxylic acid methyl ester), [OH-].[Li+] (lithium hydroxide). The solvent is CO (methanol). Yields the product FC1=CC(=C(C=C1)S(=O)(=O)[C@@H]1C[C@H](N(C1)C=1N(N=C(C1)C)C1CCOCC1)C(=O)O)C(F)(F)F ((2S,4R)-4-(4-Fluoro-2-trifluoromethyl-benzenesulfonyl)-1-[5-methyl-2-(tetrahydro-pyran-4-yl)-2H-pyrazol-3-yl]-pyrrolidine-2-carboxylic acid). Reaction SMILES: C[O:2][C:3]([C@@H:5]1[CH2:9][C@@H:8]([S:10]([C:13]2[CH:18]=[CH:17][C:16]([F:19])=[CH:15][C:14]=2[C:20]([F:23])([F:22])[F:21])(=[O:12])=[O:11])[CH2:7][N:6]1[C:24]1[N:25]([CH:30]2[CH2:35][CH2:34][O:33][CH2:32][CH2:31]2)[N:26]=[C:27]([CH3:29])[CH:28]=1)=[O:4].[OH-].[Li+]>CO>[F:19][C:16]1[CH:17]=[CH:18][C:13]([S:10]([C@H:8]2[CH2:7][N:6]([C:24]3[N:25]([CH:30]4[CH2:31][CH2:32][O:33][CH2:34][CH2:35]4)[N:26]=[C:27]([CH3:29])[CH:28]=3)[C@H:5]([C:3]([OH:4])=[O:2])[CH2:9]2)(=[O:11])=[O:12])=[C:14]([C:20]([F:22])([F:21])[F:23])[CH:15]=1 |f:1.2|. Procedure details: In analogy to the procedure described in example 253e, (2S,4R)-4-(4-fluoro-2-trifluoromethyl-benzenesulfonyl)-1-[5-methyl-2-(tetrahydro-pyran-4-yl)-2H-pyrazol-3-yl]-pyrrolidine-2-carboxylic acid methyl ester was saponified in the presence of lithium hydroxide avoiding methanol as a cosolvent to give the title compound as yellow foam which was used in the next step without further purification. MS (ESI): m/z=506.1 [M+H]+. The reactants are C(Cl)Cl (DCM), [OH-].[Na+] (NaOH), C(C)(=O)NC(C(=O)OCC)CC1=CC(=C(C(=C1)C(F)(F)F)N)C(F)(F)F (ethyl 2-acetylamino-3-(4-amino-3,5-bis-trifluoromethyl-phenyl)-propionate), Na2HPO4 dihydrate, NaH2PO4 dihydrate, C(=O)([O-])[O-].[K+].[K+] (K2CO3). Run in CCOC(=O)C (EtOAc), O (water), CC(=O)C (acetone), O (water). Reaction conditions: temperature 37 celsius. Yields the product C(C)(=O)N[C@@H](C(=O)OCC)CC1=CC(=C(C(=C1)C(F)(F)F)N)C(F)(F)F (ethyl (R)-2-acetylamino-3-(4-amino-3,5-bis-trifluoromethyl-phenyl)-propionate). Reaction SMILES: [C:1]([NH:4][CH:5]([CH2:11][C:12]1[CH:17]=[C:16]([C:18]([F:21])([F:20])[F:19])[C:15]([NH2:22])=[C:14]([C:23]([F:26])([F:25])[F:24])[CH:13]=1)[C:6]([O:8][CH2:9][CH3:10])=[O:7])(=[O:3])[CH3:2].[OH-].[Na+].C(Cl)Cl.C([O-])([O-])=O.[K+].[K+]>O.CC(C)=O.CCOC(C)=O>[C:1]([NH:4][C@H:5]([CH2:11][C:12]1[CH:13]=[C:14]([C:23]([F:25])([F:24])[F:26])[C:15]([NH2:22])=[C:16]([C:18]([F:19])([F:20])[F:21])[CH:17]=1)[C:6]([O:8][CH2:9][CH3:10])=[O:7])(=[O:3])[CH3:2] |f:1.2,4.5.6|. Procedure: 4 mL Alcalase 2.4 L FG (Novozymes A/S; DK 2880 Bagsvaerd) was added to a solution of 3.65 g (20.5 mmol) Na2HPO4 dihydrate in 130 mL water warmed to 37° C. and the pH was adjusted to 7.5 by the addition of NaH2PO4 dihydrate. Then a solution of 3.8 g (9.84 mmol) ethyl 2-acetylamino-3-(4-amino-3,5-bis-trifluoromethyl-phenyl)-propionate in 40 mL acetone was added dropwise at 37° C. with stirring. The pH value of the reaction mixture was constantly kept in the range from 7.4-7.6 by the addition of 1 ... Reaction SMILES: [CH3:27][S:28][C:29](=[NH:30])[c:31]1[s:32][cH:33][cH:34][cH:35]1.[CH3:36][CH2:37][OH:38].[IH:26].[NH2:1][c:2]1[cH:3][c:4]2[c:5]([C:11]3=[CH:12][CH2:13][CH:14]([N:17]([C:18]([O:19][C:20]([CH3:21])([CH3:22])[CH3:23])=[O:24])[CH3:25])[CH2:15][CH2:16]3)[cH:6][nH:7][c:8]2[cH:9][cH:10]1>>[NH:1]([c:2]1[cH:3][c:4]2[c:5]([C:11]3=[CH:12][CH2:13][CH:14]([N:17]([C:18]([O:19][C:20]([CH3:21])([CH3:22])[CH3:23])=[O:24])[CH3:25])[CH2:15][CH2:16]3)[cH:6][nH:7][c:8]2[cH:9][cH:10]1)[C:29](=[NH:30])[c:31]1[s:32][cH:33][cH:34][cH:35]1. The product is CN(C(=O)OC(C)(C)C)C1CC=C(c2c[nH]c3ccc(NC(=N)c4cccs4)cc23)CC1. The reactants are CSC(=N)c1cccs1, CCO, I, CN(C(=O)OC(C)(C)C)C1CC=C(c2c[nH]c3ccc(N)cc23)CC1. Starting materials: CCOCC, CS(=O)(=O)O, COc1ccc(-n2nc(O)c3c(=O)c4ccc(Cl)cc4[nH]c3c2=O)cc1. Product: O=c1c2ccc(Cl)cc2[nH]c2c(=O)n(-c3ccc(O)cc3)nc(O)c12. RXN SMILES: [CH2:27]([O:28][CH2:29][CH3:30])[CH3:31].[CH3:32][S:33](=[O:34])(=[O:35])[OH:36].[Cl:1][c:2]1[cH:3][cH:4][c:5]2[c:6](=[O:26])[c:7]3[c:8]([nH:9][c:10]2[cH:11]1)[c:12](=[O:25])[n:13](-[c:17]1[cH:18][cH:19][c:20]([O:23][CH3:24])[cH:21][cH:22]1)[n:14][c:15]3[OH:16]>>[Cl:1][c:2]1[cH:3][cH:4][c:5]2[c:6](=[O:26])[c:7]3[c:8]([nH:9][c:10]2[cH:11]1)[c:12](=[O:25])[n:13](-[c:17]1[cH:18][cH:19][c:20]([OH:23])[cH:21][cH:22]1)[n:14][c:15]3[OH:16]. Starting materials: C, CCO, CCOC(=O)CCNC(=O)c1ccc([N+](=O)[O-])cc1, C1CCOC1, [Pd]. Product: CCOC(=O)CCNC(=O)c1ccc(N)cc1. Reaction SMILES: [C:25].[CH3:27][CH2:28][OH:29].[N+:1]([O-:2])(=[O:3])[c:4]1[cH:5][cH:6][c:7]([C:8](=[O:9])[NH:10][CH2:11][CH2:12][C:13](=[O:14])[O:15][CH2:16][CH3:17])[cH:18][cH:19]1.[O:20]1[CH2:21][CH2:22][CH2:23][CH2:24]1.[Pd:26]>>[NH2:1][c:4]1[cH:5][cH:6][c:7]([C:8](=[O:9])[NH:10][CH2:11][CH2:12][C:13](=[O:14])[O:15][CH2:16][CH3:17])[cH:18][cH:19]1. The reactants are C(#N)[BH3-].[Na+] (Sodium cyanoborohydride), C(#N)[BH3-].[Na+] (sodium cyanoborohydride), C1=CC=CC=2C3C4=CC=CC=C4C(C12)(C3)C=O (9,10-dihydro-9,10-methanoanthracene-9-carboxaldehyde), N1CCC(C(=O)OCC)CC1 (ethyl isonipecotate), C(C)(=O)O (acetic acid). The solvent is CO (methanol). Reaction conditions: time 2 hour. The product is C1=CC=CC=2C3C4=CC=CC=C4C(C12)(C3)CN3CCC(CC3)C(C)(C)O (2-[1-(9,10-Dihydro-9,10-methanoanthracen-9-ylmethyl)-4-piperidyl]-2-propanol). The yield is 49.0%. Reaction SMILES: [CH:1]1[C:14]2[C:13]3([CH:16]=O)[CH2:15][CH:6]([C:7]4[C:12]3=[CH:11][CH:10]=[CH:9][CH:8]=4)[C:5]=2[CH:4]=[CH:3][CH:2]=1.[NH:18]1[CH2:28][CH2:27][CH:21](C(OCC)=O)[CH2:20][CH2:19]1.[C:29]([OH:32])(=O)[CH3:30].[C:33]([BH3-])#N.[Na+]>CO>[CH:11]1[C:12]2[C:13]3([CH2:16][N:18]4[CH2:28][CH2:27][CH:21]([C:29]([OH:32])([CH3:30])[CH3:33])[CH2:20][CH2:19]4)[CH2:15][CH:6]([C:5]4[C:14]3=[CH:1][CH:2]=[CH:3][CH:4]=4)[C:7]=2[CH:8]=[CH:9][CH:10]=1 |f:3.4|. Procedure details: A solution of 9,10-dihydro-9,10-methanoanthracene-9-carboxaldehyde (1.00 g, 4.54 mmol) and ethyl isonipecotate (1.07 g, 6.81 mmol) in methanol was treated with glacial acetic acid until the solution had a pH~ 5. Crushed 3 angstrom sieves (1.0 g) were added, and the mixture was stirred at room temperature for 2 h. Sodium cyanoborohydride (630 mg, 10.03 mmol) was then added, and the mixture was stirred at room temperature for 18 h. After this time, additional quantities of sodium cyanoborohydride ... Reactants: [Al+3], C1CCOC1, [H-], [H-], [H-], [H-], [Li+], [Na+], [Na+], O, O, O, O, O, O, O, O, O, O, O=S(=O)([O-])[O-], ON=CC(c1ccccc1)c1ccccc1. The product is NCC(c1ccccc1)c1ccccc1. Reaction SMILES: [Al+3:18].[CH2:40]1[O:41][CH2:42][CH2:43][CH2:44]1.[H-:17].[H-:20].[H-:21].[H-:22].[Li+:19].[Na+:38].[Na+:39].[OH2:23].[OH2:24].[OH2:25].[OH2:26].[OH2:27].[OH2:28].[OH2:29].[OH2:30].[OH2:31].[OH2:32].[S:33]([O-:34])([O-:35])(=[O:36])=[O:37].[c:1]1([CH:7]([CH:8]=[N:9][OH:10])[c:11]2[cH:12][cH:13][cH:14][cH:15][cH:16]2)[cH:2][cH:3][cH:4][cH:5][cH:6]1>>[c:1]1([CH:7]([CH2:8][NH2:9])[c:11]2[cH:12][cH:13][cH:14][cH:15][cH:16]2)[cH:2][cH:3][cH:4][cH:5][cH:6]1. Reactants: CN(C)C=O, [Cl-], [Li+], C[Si](C)(C)CCOCN1C(=O)CCCc2cccc(CO)c21, O=S(Cl)Cl, c1ccncc1. Yields the product C[Si](C)(C)CCOCN1C(=O)CCCc2cccc(CCl)c21. As a reaction SMILES: [CH3:35][N:36]([CH3:37])[CH:38]=[O:39].[Cl-:34].[Li+:33].[OH:1][CH2:2][c:3]1[cH:4][cH:5][cH:6][c:7]2[c:8]1[N:9]([CH2:15][O:16][CH2:17][CH2:18][Si:19]([CH3:20])([CH3:21])[CH3:22])[C:10](=[O:14])[CH2:11][CH2:12][CH2:13]2.[S:23]([Cl:24])([Cl:25])=[O:26].[cH:27]1[cH:28][cH:29][n:30][cH:31][cH:32]1>>[CH2:2]([c:3]1[cH:4][cH:5][cH:6][c:7]2[c:8]1[N:9]([CH2:15][O:16][CH2:17][CH2:18][Si:19]([CH3:20])([CH3:21])[CH3:22])[C:10](=[O:14])[CH2:11][CH2:12][CH2:13]2)[Cl:25]. Starting materials: C(N)(O[C@H]([C@H]([C@@H](CC\C=C/[C@@H]([C@@H]([C@H](\C=C/CC[C@@H]1O[C@H]([C@@H]([C@H]([C@H]1C)OCOC)C)OC)C)OCC1=CC=C(C=C1)OC)C)OCC1=CC=C(C=C1)OC)C)[C@H](\C=C/C=C)C)=O (Carbamic acid, (1S,2S,3R,6Z,8S,9S,10S,11Z)-3,9-bis-(4-methoxybenzyloxy)-14-[(2S,3S,4S,5R,6R)-6-methoxy-4-methoxymethoxy-3,5-dimethyltetrahydropyran-2-yl]-2,8,10-trimethyl-1-[(1S,2Z)-1-methylpenta-2,4-dienyl]tetradeca-6,11-dienyl ester), C(N)(O[C@H]([C@H]([C@@H](CC\C=C/[C@@H]([C@@H]([C@H](\C=C/CC[C@@H]1OC([C@@H]([C@H]([C@@H]1C)O)C)=O)C)O)C)O)C)[C@H](\C=C/C=C)C)=O (Carbamic acid, (1S,2S,3R,6Z,8S,9S,10S,11Z)-3,9-dihydroxy-14-[(2S,3S,4S,5R)-4-hydroxy-3,5-dimethyl-6-oxotetrahydropyran-2-yl]-2,8,10-trimethyl-1-[(1S,2Z)-1-methylpenta-2,4-dienyl]tetradeca-6,11-dienyl ester). The solvent is CCOC(=O)C.CCCCCC (EtOAc hexane). Product: crude product, C(N)(O[C@H]([C@H]([C@@H](CC\C=C/[C@@H]([C@@H]([C@H](\C=C/CC[C@@H]1O[C@H]([C@@H]([C@H]([C@H]1C)OCOC)C)OC)C)O)C)O)C)[C@H](\C=C/C=C)C)=O (Carbamic acid, (1S,2S,3R,6Z,8S,9S,10S,11Z)-3,9-dihydroxy-14-[(2S,3S,4S,5R,6R)-6-methoxy-4-methoxymethoxy-3,5-dimethyltetrahydropyran-2-yl]-2,8,10-trimethyl-1-[(1S,2Z)-1-methylpenta-2,4-dienyl]tetradeca-6,11-dienyl ester). The yield is 91.8%. Reaction SMILES: [C:1](=[O:61])([O:3][C@@H:4]([C@@H:55]([CH3:60])/[CH:56]=[CH:57]\[CH:58]=[CH2:59])[C@@H:5]([CH3:54])[C@H:6]([O:44]CC1C=CC(OC)=CC=1)[CH2:7][CH2:8]/[CH:9]=[CH:10]\[C@H:11]([CH3:43])[C@H:12]([O:33]CC1C=CC(OC)=CC=1)[C@@H:13]([CH3:32])/[CH:14]=[CH:15]\[CH2:16][CH2:17][C@H:18]1[C@H:23]([CH3:24])[C@H:22]([O:25][CH2:26][O:27][CH3:28])[C@@H:21]([CH3:29])[C@H:20]([O:30][CH3:31])[O:19]1)[NH2:2].C(=O)(O[C@@H]([C@@H](C)/C=C\C=C)[C@@H](C)[C@H](O)CC/C=C\[C@H](C)[C@H](O)[C@@H](C)/C=C\CC[C@H]1[C@@H](C)[C@H](O)[C@@H](C)C(=O)O1)N>CCOC(C)=O.CCCCCC>[C:1](=[O:61])([O:3][C@@H:4]([C@@H:55]([CH3:60])/[CH:56]=[CH:57]\[CH:58]=[CH2:59])[C@@H:5]([CH3:54])[C@H:6]([OH:44])[CH2:7][CH2:8]/[CH:9]=[CH:10]\[C@H:11]([CH3:43])[C@H:12]([OH:33])[C@@H:13]([CH3:32])/[CH:14]=[CH:15]\[CH2:16][CH2:17][C@H:18]1[C@H:23]([CH3:24])[C@H:22]([O:25][CH2:26][O:27][CH3:28])[C@@H:21]([CH3:29])[C@H:20]([O:30][CH3:31])[O:19]1)[NH2:2] |f:2.3|. Reported procedure: Carbamate 39 (4.25 mg, 0.005 mmol) was subjected to the deprotection procedure of PMB described in the preparation of 40. Flash chromatography (EtOAc/hexane 3:2) of the crude product provided 42 (2.8 mg, 92%) as a colorless oil: IR (CHCl3) 3115, 2749, 2328, 1676, 1508, 1215 cm−1; 1H NMR (300 MHz, CDCl3) 6.76 (ddd, 1H, J=16.8, 11.0, 10.1 Hz), 6.18 (t, 1H, J=10.8 Hz), 5.70–5.46 (m, 5H), 5.35 (d, 1H, J=16.8 Hz), 4.49 (dd, J=4.5, 6.6 Hz), 4.82 (d, 2H, J=2.4 Hz), 4.73 (br s, 2H), 4.43 (d, 1H, J=5.1 H...